From a dataset of the Open Reaction Database (ORD), a public repository of structured organic reaction records. describe an organic reaction: reactants, conditions, products, and yield Reactants: resultant mixture, teflon, C(C)(C)(C)OC(=O)N1[C@@H](CCC1)CNC=1C(=NC(=NC1)Cl)OC1=CC=C(C=C1)OC (2-(S)-{[2-Chloro-4-(4-methoxy-phenoxy)-pyrimidin-5-ylamino]-methyl}-pyrrolidine-1-carboxylic acid tert-butyl ester), CSC=1C=C(C=NC1)B(O)O (5-(methylthio)pyridin-3-yl boronic acid), CSC=1C=C(C=NC1)B(O)O (5-(methylthio)pyridin-3-yl boronic acid), C(=O)([O-])[O-].[K+].[K+] (K2CO3), [1,1′-bis(diphenylphosphino)-ferrocene]dichloro-palladium(II). The solvent is CCOC(=O)C (EtOAc), C(C)O (ethanol), O (H2O). Yields the product C(C)(C)(C)OC(=O)N1[C@@H](CCC1)CNC=1C(=NC(=NC1)C=1C=NC=C(C1)SC)OC1=CC=C(C=C1)OC (2-(S)-{[4-(4-Methoxy-phenoxy)-2-(5-methylsulfanyl-pyridin-3-yl)-pyrimidin-5-ylamino]-methyl}-pyrrolidine-1-carboxylic acid tert-butyl ester). Isolated yield 71.6%. RXN SMILES: [C:1]([O:5][C:6]([N:8]1[CH2:12][CH2:11][CH2:10][C@H:9]1[CH2:13][NH:14][C:15]1[C:16]([O:22][C:23]2[CH:28]=[CH:27][C:26]([O:29][CH3:30])=[CH:25][CH:24]=2)=[N:17][C:18](Cl)=[N:19][CH:20]=1)=[O:7])([CH3:4])([CH3:3])[CH3:2].[CH3:31][S:32][C:33]1[CH:34]=[C:35](B(O)O)[CH:36]=[N:37][CH:38]=1.C([O-])([O-])=O.[K+].[K+]>C(O)C.O.CCOC(C)=O>[C:1]([O:5][C:6]([N:8]1[CH2:12][CH2:11][CH2:10][C@H:9]1[CH2:13][NH:14][C:15]1[C:16]([O:22][C:23]2[CH:28]=[CH:27][C:26]([O:29][CH3:30])=[CH:25][CH:24]=2)=[N:17][C:18]([C:35]2[CH:36]=[N:37][CH:38]=[C:33]([S:32][CH3:31])[CH:34]=2)=[N:19][CH:20]=1)=[O:7])([CH3:4])([CH3:3])[CH3:2] |f:2.3.4|. Procedure details: To a teflon-lined septum sealed Schlenk tube, a mixture of Compound 1e (4.0 g; 9.20 mmol), 5-(methylthio)pyridin-3-yl boronic acid (Compound 1f) (2.32 g; 13.7 mmol), K2CO3 (2.50 g; 18.1 mmol) and [1,1′-bis(diphenylphosphino)-ferrocene]dichloro-palladium(II) (0.45 g, 0.55 mmol) in a mixture of ethanol (18 mL) and H2O (4.5 mL) was irradiated in a microwave reactor at 130° C. for 30 min. The resultant mixture was diluted with EtOAc, washed with saturated NH4Cl(aq) and H2O. The organic phase was was... The reactants are Cc1ccc(S(=O)(=O)O)cc1, CCOC(C)=O, CC(C)(C)OC(=O)N1CC2CC1CN2c1ccc(Cl)nc1, ClCCl, O=C(O)C(F)(F)F. Product: Cc1ccc(S(=O)(=O)O)cc1, Clc1ccc(N2CC3CC2CN3)cn1. RXN SMILES: [CH3:29][c:30]1[cH:31][cH:32][c:33]([S:36](=[O:37])(=[O:38])[OH:39])[cH:34][cH:35]1.[CH3:43][CH2:44][O:45][C:46]([CH3:47])=[O:48].[Cl:1][c:2]1[cH:3][cH:4][c:5]([N:8]2[CH:9]3[CH2:10][N:11]([C:15]([O:16][C:17]([CH3:18])([CH3:19])[CH3:20])=[O:21])[CH:12]([CH2:13]2)[CH2:14]3)[cH:6][n:7]1.[Cl:40][CH2:41][Cl:42].[OH:22][C:23]([C:24]([F:25])([F:26])[F:27])=[O:28]>>[CH3:29][c:30]1[cH:31][cH:32][c:33]([S:36](=[O:37])(=[O:38])[OH:39])[cH:34][cH:35]1.[Cl:1][c:2]1[cH:3][cH:4][c:5]([N:8]2[CH:9]3[CH2:10][NH:11][CH:12]([CH2:13]2)[CH2:14]3)[cH:6][n:7]1. Reactants: O=C(O)C(CC(=O)N1CCC(N2CCc3ccccc3NC2=O)CC1)Cc1cc(Cl)c(O)c(C(F)(F)F)c1, C1CN(C2CCOCC2)CCN1. Product: O=C(CC(Cc1cc(Cl)c(O)c(C(F)(F)F)c1)C(=O)N1CCN(C2CCOCC2)CC1)N1CCC(N2CCc3ccccc3NC2=O)CC1. Reaction SMILES: [Cl:1][c:2]1[cH:3][c:4]([CH2:5][CH:6]([C:7](=[O:8])[OH:9])[CH2:10][C:11]([N:12]2[CH2:13][CH2:14][CH:15]([N:18]3[C:19](=[O:29])[NH:20][c:21]4[c:22]([cH:25][cH:26][cH:27][cH:28]4)[CH2:23][CH2:24]3)[CH2:16][CH2:17]2)=[O:30])[cH:31][c:32]([C:35]([F:36])([F:37])[F:38])[c:33]1[OH:34].[O:39]1[CH2:40][CH2:41][CH:42]([N:45]2[CH2:46][CH2:47][NH:48][CH2:49][CH2:50]2)[CH2:43][CH2:44]1>>[Cl:1][c:2]1[cH:3][c:4]([CH2:5][CH:6]([C:7](=[O:9])[N:48]2[CH2:47][CH2:46][N:45]([CH:42]3[CH2:41][CH2:40][O:39][CH2:44][CH2:43]3)[CH2:50][CH2:49]2)[CH2:10][C:11]([N:12]2[CH2:13][CH2:14][CH:15]([N:18]3[C:19](=[O:29])[NH:20][c:21]4[c:22]([cH:25][cH:26][cH:27][cH:28]4)[CH2:23][CH2:24]3)[CH2:16][CH2:17]2)=[O:30])[cH:31][c:32]([C:35]([F:36])([F:37])[F:38])[c:33]1[OH:34]. Starting materials: CCOC(=O)C1=C(O)c2ccccc2S(=O)(=O)N1C, Nc1ccon1, Cc1ccccc1C. The product is CN1C(C(=O)Nc2ccon2)=C(O)c2ccccc2S1(=O)=O. Reaction SMILES: [C:1]([O:3][CH2:2][CH3:4])(=[O:5])[C:6]1=[C:11]([OH:12])[c:10]2[c:9]([cH:16][cH:15][cH:14][cH:13]2)[S:8](=[O:17])(=[O:18])[N:7]1[CH3:19].[NH2:20][c:21]1[n:22][o:23][cH:24][cH:25]1.[c:26]1([CH3:27])[c:28]([CH3:29])[cH:30][cH:31][cH:32][cH:33]1>>[C:1](=[O:3])([C:6]1=[C:11]([OH:12])[c:10]2[c:9]([cH:16][cH:15][cH:14][cH:13]2)[S:8](=[O:17])(=[O:18])[N:7]1[CH3:19])[NH:20][c:21]1[n:22][o:23][cH:24][cH:25]1. Reactants: CC(C)(C)OC(=O)N1CCC(=O)CC1, CC(=O)O[BH-](OC(C)=O)OC(C)=O, c1ccc2c(c1)CCN2, CC(=O)O, ClCCCl, [Na+], O. The product is CC(C)(C)OC(=O)N1CCC(N2CCc3ccccc32)CC1. RXN SMILES: [C:1]([CH3:2])([CH3:3])([CH3:4])[O:5][C:6](=[O:7])[N:8]1[CH2:9][CH2:10][C:11](=[O:14])[CH2:12][CH2:13]1.[C:28]([O:29][BH-:30]([O:31][C:32](=[O:33])[CH3:34])[O:35][C:36](=[O:37])[CH3:38])(=[O:39])[CH3:40].[CH2:15]1[CH2:16][c:17]2[cH:18][cH:19][cH:20][cH:21][c:22]2[NH:23]1.[CH3:24][C:25](=[O:26])[OH:27].[Cl:42][CH2:43][CH2:44][Cl:45].[Na+:41].[OH2:46]>>[C:1]([CH3:2])([CH3:3])([CH3:4])[O:5][C:6](=[O:7])[N:8]1[CH2:9][CH2:10][CH:11]([N:23]2[CH2:15][CH2:16][c:17]3[cH:18][cH:19][cH:20][cH:21][c:22]32)[CH2:12][CH2:13]1. Starting materials: [BH4-], O=Cc1c(Cl)ccc(Br)c1F, CCO, [Na+], O. Product: OCc1c(Cl)ccc(Br)c1F. RXN SMILES: [BH4-:12].[Br:1][c:2]1[c:3]([F:11])[c:4]([CH:5]=[O:6])[c:7]([Cl:10])[cH:8][cH:9]1.[CH3:14][CH2:15][OH:16].[Na+:13].[OH2:17]>>[Br:1][c:2]1[c:3]([F:11])[c:4]([CH2:5][OH:6])[c:7]([Cl:10])[cH:8][cH:9]1. The reactants are C(C)(C)(C)OC(C1=CC(=C(C=C1)Br)C)=O (4-Bromo-3-methyl-benzoic acid tert-butyl ester). The reagents and catalysts are [Pd] (Pd—C). Solvent: CCOC(=O)C.CO (EtOAc MeOH). The product is C(C)(C)(C)OC(C1=CC(=CC=C1)C)=O (3-Methyl-benzoic acid tert-butyl ester). The yield is 97.0%. RXN SMILES: [C:1]([O:5][C:6](=[O:15])[C:7]1[CH:12]=[CH:11][C:10](Br)=[C:9]([CH3:14])[CH:8]=1)([CH3:4])([CH3:3])[CH3:2]>CCOC(C)=O.CO.[Pd]>[C:1]([O:5][C:6](=[O:15])[C:7]1[CH:12]=[CH:11][CH:10]=[C:9]([CH3:14])[CH:8]=1)([CH3:4])([CH3:3])[CH3:2] |f:1.2|. Procedure details: 4-Bromo-3-methyl-benzoic acid tert-butyl ester (0.39 g, 1.438 mmol) was hydrogenated over 10% Pd—C (0.5 g) under H2 (50 psi) in EtOAc—MeOH (4:1, 20 mL) for 5 h. After filtration through Celite, filtrate was evaporated to dryness. Yield: 97%. MS (ESI) 193.28 (M+H+). Reactants: CC1Cc2ccc(Br)cc2CN1c1cc(N2CCN(C)CC2)nc(N)n1, O=C([O-])O, C1COCCO1, COCCn1cc(B2OC(C)(C)C(C)(C)O2)cn1, CO, [Na+], O, c1ccc(P(c2ccccc2)(c2ccccc2)[Pd](P(c2ccccc2)(c2ccccc2)c2ccccc2)(P(c2ccccc2)(c2ccccc2)c2ccccc2)P(c2ccccc2)(c2ccccc2)c2ccccc2)cc1. The product is COCCn1cc(-c2ccc3c(c2)CN(c2cc(N4CCN(C)CC4)nc(N)n2)C(C)C3)cn1. RXN SMILES: [Br:1][c:2]1[cH:3][cH:4][c:5]2[c:10]([cH:11]1)[CH2:9][N:8]([c:12]1[n:13][c:14]([NH2:25])[n:15][c:16]([N:18]3[CH2:19][CH2:20][N:21]([CH3:24])[CH2:22][CH2:23]3)[cH:17]1)[CH:7]([CH3:26])[CH2:6]2.[C:45](=[O:46])([OH:47])[O-:48].[CH2:50]1[O:51][CH2:52][CH2:53][O:54][CH2:55]1.[CH3:27][O:28][CH2:29][CH2:30][n:31]1[n:32][cH:33][c:34]([B:36]2[O:37][C:38]([CH3:39])([CH3:40])[C:41]([CH3:42])([CH3:43])[O:44]2)[cH:35]1.[CH3:57][OH:58].[Na+:49].[OH2:56].[cH:59]1[cH:60][cH:61][c:62]([P:63]([Pd:64]([P:65]([c:66]2[cH:67][cH:68][cH:69][cH:70][cH:71]2)([c:72]2[cH:73][cH:74][cH:75][cH:76][cH:77]2)[c:78]2[cH:79][cH:80][cH:81][cH:82][cH:83]2)([P:84]([c:85]2[cH:86][cH:87][cH:88][cH:89][cH:90]2)([c:91]2[cH:92][cH:93][cH:94][cH:95][cH:96]2)[c:97]2[cH:98][cH:99][cH:100][cH:101][cH:102]2)[P:103]([c:104]2[cH:105][cH:106][cH:107][cH:108][cH:109]2)([c:110]2[cH:111][cH:112][cH:113][cH:114][cH:115]2)[c:116]2[cH:117][cH:118][cH:119][cH:120][cH:121]2)([c:122]2[cH:123][cH:124][cH:125][cH:126][cH:127]2)[c:128]2[cH:129][cH:130][cH:131][cH:132][cH:133]2)[cH:134][cH:135]1>>[c:2]1(-[c:34]2[cH:33][n:32][n:31]([CH2:30][CH2:29][O:28][CH3:27])[cH:35]2)[cH:3][cH:4][c:5]2[c:10]([cH:11]1)[CH2:9][N:8]([c:12]1[n:13][c:14]([NH2:25])[n:15][c:16]([N:18]3[CH2:19][CH2:20][N:21]([CH3:24])[CH2:22][CH2:23]3)[cH:17]1)[CH:7]([CH3:26])[CH2:6]2.